This data is from the Open Reaction Database (ORD), a public repository of structured organic reaction records. The task is: describe an organic reaction: reactants, conditions, products, and yield As a reaction SMILES: [Cl:1][c:2]1[cH:3][cH:4][c:5]([CH2:6][NH:7][C:8](=[O:9])[c:10]2[c:11](=[O:42])[c:12]3[c:13]([n:14]([CH3:16])[cH:15]2)[c:17]([CH2:34][O:35][CH2:36][CH2:37][Si:38]([CH3:39])([CH3:40])[CH3:41])[c:18]([CH2:20][N:21]([CH3:22])[CH2:23][CH:24]([c:25]2[cH:26][c:27]([O:31][CH3:32])[cH:28][cH:29][cH:30]2)[OH:33])[s:19]3)[cH:43][cH:44]1.[Cl:57][CH2:58][Cl:59].[Cl:60][CH:61]([Cl:62])[Cl:63].[F:50][C:51]([F:52])([F:53])[C:54]([OH:55])=[O:56].[Na+:49].[O-:45][C:46]([OH:47])=[O:48]>>[Cl:1][c:2]1[cH:3][cH:4][c:5]([CH2:6][NH:7][C:8](=[O:9])[c:10]2[c:11](=[O:42])[c:12]3[c:13]([n:14]([CH3:16])[cH:15]2)[c:17]([CH2:34][OH:35])[c:18]([CH2:20][N:21]([CH3:22])[CH2:23][CH:24]([c:25]2[cH:26][c:27]([O:31][CH3:32])[cH:28][cH:29][cH:30]2)[OH:33])[s:19]3)[cH:43][cH:44]1. The reactants are COc1cccc(C(O)CN(C)Cc2sc3c(=O)c(C(=O)NCc4ccc(Cl)cc4)cn(C)c3c2COCC[Si](C)(C)C)c1, ClCCl, ClC(Cl)Cl, O=C(O)C(F)(F)F, [Na+], O=C([O-])O. Product: COc1cccc(C(O)CN(C)Cc2sc3c(=O)c(C(=O)NCc4ccc(Cl)cc4)cn(C)c3c2CO)c1. Starting materials: [F-].C(CCC)[N+](CCCC)(CCCC)CCCC (Tetrabutylammonium fluoride), [Si](C1=CC=CC=C1)(C1=CC=CC=C1)(C(C)(C)C)O[C@H](C(=O)OC)CCS(=O)(=O)C ((S)-methyl 2-(tert-butyldiphenylsilyloxy)-4-(methylsulfonyl)butanoate). Run in C1CCOC1 (THF). Run at time 2 hour. The product is O[C@H](C(=O)OC)CCS(=O)(=O)C ((S)-methyl 2-hydroxy-4-(methylsulfonyl)butanoate). The yield is 58.8%. RXN SMILES: [F-].C([N+](CCCC)(CCCC)CCCC)CCC.[Si]([O:36][C@@H:37]([CH2:42][CH2:43][S:44]([CH3:47])(=[O:46])=[O:45])[C:38]([O:40][CH3:41])=[O:39])(C(C)(C)C)(C1C=CC=CC=1)C1C=CC=CC=1>C1COCC1>[OH:36][C@@H:37]([CH2:42][CH2:43][S:44]([CH3:47])(=[O:46])=[O:45])[C:38]([O:40][CH3:41])=[O:39] |f:0.1|. Procedure: Tetrabutylammonium fluoride (1M in THF) (2071 μl, 2.07 mmol) was added to (S)-methyl 2-(tert-butyldiphenylsilyloxy)-4-(methylsulfonyl)butanoate (Intermediate AA3) (450 mg, 1.04 mmol) in THF (3106 μl) under nitrogen. The resulting mixture was stirred at ambient temperature for 2 hours. The reaction mixture was quenched with saturated NH4Cl (10 mL), extracted with Et2O (3×15 mL). The combined organic layers were back washed with water (10 mL), dried (MgSO4) and evaporated. The crude product was pu... The reactants are [Si](C)(C)(C(C)(C)C)Cl (tert-Butyldimethylsilyl chloride), CCN(C(C)C)C(C)C (DIPEA), COC(C1=NC=2NCCCC2C=C1CN1C([C@H](CC1)O)=O)OC ((S)-1-((2-(dimethoxymethyl)-5,6,7,8-tetrahydro-1,8-naphthyridin-3-yl)methyl)-3-hydroxypyrrolidin-2-one), COC(C1=NC=2NCCCC2C=C1CN1C([C@H](CC1)O)=O)OC ((S)-1-((2-(dimethoxymethyl)-5,6,7,8-tetrahydro-1,8-naphthyridin-3-yl)methyl)-3-hydroxypyrrolidin-2-one). The reagents and catalysts are CN(C)C=1C=CN=CC1 (DMAP). Run in CN(C)C=O (DMF), C(Cl)Cl (DCM). Run at time 2 day. The product is [Si](C)(C)(C(C)(C)C)O[C@@H]1C(N(CC1)CC=1C(=NC=2NCCCC2C1)C(OC)OC)=O ((S)-3-((tert-butyldimethylsilyl)oxy)-1-((2-(dimethoxymethyl)-5,6,7,8-tetrahydro-1,8-naphthyridin-3-yl)methyl)pyrrolidin-2-one). Reaction SMILES: [Si:1](Cl)([C:4]([CH3:7])([CH3:6])[CH3:5])([CH3:3])[CH3:2].CCN(C(C)C)C(C)C.[CH3:18][O:19][CH:20]([O:39][CH3:40])[C:21]1[C:30]([CH2:31][N:32]2[CH2:36][CH2:35][C@H:34]([OH:37])[C:33]2=[O:38])=[CH:29][C:28]2[CH2:27][CH2:26][CH2:25][NH:24][C:23]=2[N:22]=1>CN(C1C=CN=CC=1)C.CN(C=O)C.C(Cl)Cl>[Si:1]([O:37][C@H:34]1[CH2:35][CH2:36][N:32]([CH2:31][C:30]2[C:21]([CH:20]([O:39][CH3:40])[O:19][CH3:18])=[N:22][C:23]3[NH:24][CH2:25][CH2:26][CH2:27][C:28]=3[CH:29]=2)[C:33]1=[O:38])([C:4]([CH3:7])([CH3:6])[CH3:5])([CH3:3])[CH3:2]. Procedure: tert-Butyldimethylsilyl chloride (3.77 g, 25.02 mmol), DIPEA (4.84 ml, 27.7 mmol) and DMAP (51 mg, 0.42 mmol) were added to a solution of (S)-1-((2-(dimethoxymethyl)-5,6,7,8-tetrahydro-1,8-naphthyridin-3-yl)methyl)-3-hydroxypyrrolidin-2-one (intermediate 103A, 6.7 g, 20.85 mmol) in DMF (15 ml) and DCM (60 ml) at 0° C. The reaction mixture was stirred for 2 days at room temperature, partitioned between water and DCM, the organic layers washed with saturated aqueous NaHCO3, dried over Na2SO4 and e... Starting materials: [N+](=O)(O)[O-].C1(CCCCC1)C(N1C=NC=C1C(=O)OC)C1=CC=CC=C1 (methyl 1-(cyclohexylphenylmethyl)-1H-imidazole-5-carboxylate mononitrate), [OH-].[Na+] (sodium hydroxide), O (water), O (water). As a reaction SMILES: [N+]([O-])(O)=O.[CH:5]1([CH:11]([C:21]2[CH:26]=[CH:25][CH:24]=[CH:23][CH:22]=2)[N:12]2[C:16]([C:17]([O:19]C)=[O:18])=[CH:15][N:14]=[CH:13]2)[CH2:10][CH2:9][CH2:8][CH2:7][CH2:6]1.[OH-].[Na+].O>C(O)(=O)C>[CH:21]1([CH:11]([C:5]2[CH:10]=[CH:9][CH:8]=[CH:7][CH:6]=2)[N:12]2[C:16]([C:17]([OH:19])=[O:18])=[CH:15][N:14]=[CH:13]2)[CH2:26][CH2:25][CH2:24][CH2:23][CH2:22]1 |f:0.1,2.3|. Product: C1(CCCCC1)C(N1C=NC=C1C(=O)O)C1=CC=CC=C1 (1-(cyclohexylphenylmethyl)-1H-imidazole-5-carboxylic acid). Reported procedure: A mixture of 8.7 parts of methyl 1-(cyclohexylphenylmethyl)-1H-imidazole-5-carboxylate mononitrate, 9 parts of a sodium hydroxide solution 50% and 45 parts of water was stirred for 1 hour at reflux temperature. 35 Parts of water were added. After cooling, the reaction mixture was neutralized with acetic acid. The product was extracted with 1,1'-oxybisethane. The extract was dried, filtered and evaporated. The residue was crystallized from a mixture of ethanol and acetonitrile. The product was fi... Solvent: C(C)(=O)O (acetic acid). The yield is 30.8%. Run at time 1 hour.